This data is from the Open Reaction Database (ORD), a public repository of structured organic reaction records. The task is: describe an organic reaction: reactants, conditions, products, and yield Reactants: CC(=CC(=O)N(C)C(Cc1ccc2ccccc2c1)C(=O)N(C)C(Cc1ccccc1)C(=O)NCC1CCCO1)CC(C)(C)NC(=O)OC(C)(C)C, O=C([O-])[O-], O=C(O)O, O=C([O-])O, ClCCl, [Na+], [Na+], [Na+], O=C(O)C(F)(F)F. The product is CC(=CC(=O)O)CC(C)(C)NC(=O)OC(C)(C)C. RXN SMILES: [C:1]([CH3:2])([CH3:3])([CH3:4])[O:5][C:6]([NH:7][C:8]([CH2:9][C:10](=[CH:11][C:12]([N:13]([CH3:14])[CH:15]([C:16](=[O:17])[N:18]([CH3:19])[CH:20]([C:21](=[O:22])[NH:23][CH2:24][CH:25]1[CH2:26][CH2:27][CH2:28][O:29]1)[CH2:30][c:31]1[cH:32][cH:33][cH:34][cH:35][cH:36]1)[CH2:37][c:38]1[cH:39][cH:40][c:41]2[c:42]([cH:43][cH:44][cH:45][cH:46]2)[cH:47]1)=[O:48])[CH3:49])([CH3:50])[CH3:51])=[O:52].[C:60](=[O:61])([O-:62])[O-:63].[C:65](=[O:66])([OH:67])[OH:68].[C:70](=[O:71])([O-:72])[OH:73].[CH2:75]([Cl:76])[Cl:77].[Na+:64].[Na+:69].[Na+:74].[OH:53][C:54]([C:55]([F:56])([F:57])[F:58])=[O:59]>>[C:1]([CH3:2])([CH3:3])([CH3:4])[O:5][C:6]([NH:7][C:8]([CH2:9][C:10](=[CH:11][C:12]([OH:48])=[O:53])[CH3:49])([CH3:50])[CH3:51])=[O:52]. The reactants are CSc1ccc(N)cc1, CC(CC#N)N1CCC(=O)CC1. The product is CSc1ccc(NC2CCN(C(C)CC#N)CC2)cc1. As a reaction SMILES: [CH3:13][S:14][c:15]1[cH:16][cH:17][c:18]([NH2:19])[cH:20][cH:21]1.[O:1]=[C:2]1[CH2:3][CH2:4][N:5]([CH:8]([CH2:9][C:10]#[N:11])[CH3:12])[CH2:6][CH2:7]1>>[CH:2]1([NH:19][c:18]2[cH:17][cH:16][c:15]([S:14][CH3:13])[cH:21][cH:20]2)[CH2:3][CH2:4][N:5]([CH:8]([CH2:9][C:10]#[N:11])[CH3:12])[CH2:6][CH2:7]1. RXN SMILES: [Cl:22][CH2:23][c:24]1[cH:25][cH:26][n:27][cH:28][cH:29]1.[Cl:3][c:4]1[cH:5][c:6]([N:10]2[C:11](=[O:20])[NH:12][CH2:13][c:14]3[c:15]2[n:16][cH:17][cH:18][cH:19]3)[cH:7][cH:8][cH:9]1.[ClH:21].[H-:1].[Na+:2].[O:30]1[CH2:31][CH2:32][CH2:33][CH2:34]1>>[Cl:3][c:4]1[cH:5][c:6]([N:10]2[C:11](=[O:20])[N:12]([CH2:23][c:24]3[cH:25][cH:26][n:27][cH:28][cH:29]3)[CH2:13][c:14]3[c:15]2[n:16][cH:17][cH:18][cH:19]3)[cH:7][cH:8][cH:9]1. Yields the product O=C1N(Cc2ccncc2)Cc2cccnc2N1c1cccc(Cl)c1. Reactants: ClCc1ccncc1, O=C1NCc2cccnc2N1c1cccc(Cl)c1, Cl, [H-], [Na+], C1CCOC1. Starting materials: CC(C)[Si](OCc1ccc(C(CNC(=O)OC(C)(C)C)C(=O)O)cc1)(C(C)C)C(C)C, ClCCCl, CN(C)c1ccncc1, NC(=O)c1ccc(N)cc1F, c1ccncc1. The product is CC(C)[Si](OCc1ccc(C(CNC(=O)OC(C)(C)C)C(=O)Nc2ccc(C(N)=O)c(F)c2)cc1)(C(C)C)C(C)C. RXN SMILES: [C:1]([CH3:2])([CH3:3])([CH3:4])[O:5][C:6](=[O:7])[NH:8][CH2:9][CH:10]([C:11](=[O:12])[OH:13])[c:14]1[cH:15][cH:16][c:17]([CH2:20][O:21][Si:22]([CH:23]([CH3:24])[CH3:25])([CH:26]([CH3:27])[CH3:28])[CH:29]([CH3:30])[CH3:31])[cH:18][cH:19]1.[CH2:32]([Cl:33])[CH2:34][Cl:35].[CH3:53][N:54]([c:55]1[cH:56][cH:57][n:58][cH:59][cH:60]1)[CH3:61].[NH2:36][c:37]1[cH:38][c:39]([F:46])[c:40]([C:41](=[O:42])[NH2:43])[cH:44][cH:45]1.[cH:47]1[cH:48][cH:49][n:50][cH:51][cH:52]1>>[C:1]([CH3:2])([CH3:3])([CH3:4])[O:5][C:6](=[O:7])[NH:8][CH2:9][CH:10]([C:11](=[O:13])[NH:36][c:37]1[cH:38][c:39]([F:46])[c:40]([C:41](=[O:42])[NH2:43])[cH:44][cH:45]1)[c:14]1[cH:15][cH:16][c:17]([CH2:20][O:21][Si:22]([CH:23]([CH3:24])[CH3:25])([CH:26]([CH3:27])[CH3:28])[CH:29]([CH3:30])[CH3:31])[cH:18][cH:19]1. Reactants: CN(CCC(CC1=C(C(=O)O)C=CC=C1)C1=CC=CC=C1)C (2-(β-[2-dimethylaminoethyl]phenethyl)benzoic acid), Cl (hydrochloride), C(C)O (ethanol). Yields the product C(C)OC(C1=C(C=CC=C1)CC(C1=CC=CC=C1)CCN(C)C)=O (2-(β-[2-dimethylaminoethyl]phenethyl)benzoic acid ethyl ester). RXN SMILES: [CH3:1][N:2]([CH3:22])[CH2:3][CH2:4][CH:5]([C:16]1[CH:21]=[CH:20][CH:19]=[CH:18][CH:17]=1)[CH2:6][C:7]1[CH:15]=[CH:14][CH:13]=[CH:12][C:8]=1[C:9]([OH:11])=[O:10].Cl.[CH2:24](O)[CH3:25]>>[CH2:24]([O:10][C:9](=[O:11])[C:8]1[CH:12]=[CH:13][CH:14]=[CH:15][C:7]=1[CH2:6][CH:5]([CH2:4][CH2:3][N:2]([CH3:1])[CH3:22])[C:16]1[CH:21]=[CH:20][CH:19]=[CH:18][CH:17]=1)[CH3:25]. Procedure: A solution of 29.7 g. (0.1 mole) of 2-(β-[2-dimethylaminoethyl]phenethyl)benzoic acid in 200 ml. of ethanol is saturated with gaseous hydrochloride, and the resulting mixture is refluxed for 18 hours. The solvent is removed in vacuo and the residue is partitioned between ether and 2N sodium hydroxide. The ether extract is dried and evaporated in vacuo to give 2-(β-[2-dimethylaminoethyl]phenethyl)benzoic acid ethyl ester. Reactants: CNC, O=[N+]([O-])c1cccc(CS(=O)(=O)Cl)c1, c1ccccc1. Yields the product CN(C)S(=O)(=O)Cc1cccc([N+](=O)[O-])c1. RXN SMILES: [CH3:15][NH:16][CH3:17].[N+:1](=[O:2])([O-:3])[c:4]1[cH:5][c:6]([CH2:10][S:11](=[O:12])(=[O:13])[Cl:14])[cH:7][cH:8][cH:9]1.[cH:18]1[cH:19][cH:20][cH:21][cH:22][cH:23]1>>[N+:1](=[O:2])([O-:3])[c:4]1[cH:5][c:6]([CH2:10][S:11](=[O:12])(=[O:13])[N:16]([CH3:15])[CH3:17])[cH:7][cH:8][cH:9]1. The reactants are C(#N)C1CN(C1)C([C@@H](C)NC(=O)C1=CN(C2=NC=C(N=C21)Br)COCC[Si](C)(C)C)=O (2-bromo-5-(2-trimethylsilanyl-ethoxymethyl)-5H-pyrrolo[2,3-b]pyrazine-7-carboxylic acid [(R)-2-(3-cyano-azetidin-1-yl)-1-methyl-2-oxo-ethyl]-amide), C(C)(C)(C)C1=CC(=NC=C1)[Sn](CCCC)(CCCC)CCCC (4-tert-butyl-2-(tributylstannyl)pyridine), C(#N)C1CCN(CC1)C([C@@H](C1CC1)NC(=O)C1=CN(C2=NC=C(N=C21)Br)COCC[Si](C)(C)C)=O (2-bromo-5-(2-trimethylsilanyl-ethoxymethyl)-5H-pyrrolo[2,3-b]pyrazine-7-carboxylic acid [(R)-2-(4-cyano-piperidin-1-yl)-1-cyclopropyl-2-oxo-ethyl]-amide), C1(=CCCC1)C1=CC(=NC=C1)[Sn](CCCC)(CCCC)CCCC (4-cyclopent-1-enyl-2-tributylstannanyl-pyridine). The product is C(#N)C1CN(C1)C([C@@H](C)NC(=O)C1=CNC2=NC=C(N=C21)C2=NC=CC(=C2)C2=CCCC2)=O (2-(4-Cyclopent-1-enyl-pyridin-2-yl)-5H-pyrrolo[2,3-b]pyrazine-7-carboxylic acid [(R)-2-(3-cyano-azetidin-1-yl)-1-methyl-2-oxo-ethyl]-amide). RXN SMILES: [C:1]([CH:3]1[CH2:6][N:5]([C:7](=[O:31])[C@H:8]([NH:10][C:11]([C:13]2[C:21]3[C:16](=[N:17][CH:18]=[C:19](Br)[N:20]=3)[N:15](COCC[Si](C)(C)C)[CH:14]=2)=[O:12])[CH3:9])[CH2:4]1)#[N:2].C(C1CCN(C(=O)[C@H](NC(C2C3C(=NC=C(Br)N=3)N(COCC[Si](C)(C)C)C=2)=O)C2CC2)CC1)#N.[C:67]1([C:72]2[CH:77]=[CH:76][N:75]=[C:74]([Sn](CCCC)(CCCC)CCCC)[CH:73]=2)[CH2:71][CH2:70][CH2:69][CH:68]=1.C(C1C=CN=C([Sn](CCCC)(CCCC)CCCC)C=1)(C)(C)C>>[C:1]([CH:3]1[CH2:6][N:5]([C:7](=[O:31])[C@H:8]([NH:10][C:11]([C:13]2[C:21]3[C:16](=[N:17][CH:18]=[C:19]([C:74]4[CH:73]=[C:72]([C:67]5[CH2:71][CH2:70][CH2:69][CH:68]=5)[CH:77]=[CH:76][N:75]=4)[N:20]=3)[NH:15][CH:14]=2)=[O:12])[CH3:9])[CH2:4]1)#[N:2]. Procedure: Prepared according to the procedure outlined in Example 111, steps 4-5 substituting 2-bromo-5-(2-trimethylsilanyl-ethoxymethyl)-5H-pyrrolo[2,3-b]pyrazine-7-carboxylic acid [(R)-2-(3-cyano-azetidin-1-yl)-1-methyl-2-oxo-ethyl]-amide for 2-bromo-5-(2-trimethylsilanyl-ethoxymethyl)-5H-pyrrolo[2,3-b]pyrazine-7-carboxylic acid [(R)-2-(4-cyano-piperidin-1-yl)-1-cyclopropyl-2-oxo-ethyl]-amide and 4-cyclopent-1-enyl-2-tributylstannanyl-pyridine for 4-tert-butyl-2-(tributylstannyl)pyridine. MS: (M+H)+=442... Starting materials: ClC1=C(C=CC(=C1)Cl)C=1N=C(C(=NC1CC)N[C@H]1[C@H](CC2=CC=CC=C12)O)CC ((1R,2S)-1-{[5-(2,4-dichlorophenyl)-3,6-diethylpyrazin-2-yl]amino}-2,3-dihydro-1H-inden-2-ol), BrC=1N=C(C(=NC1CC)NC1CCCC2=CC=C(C=C12)OC)CC (5-bromo-3,6-diethyl-N-(7-methoxy-1,2,3,4-tetrahydronaphthalen-1-yl)pyrazin-2-amine), ClC1=C(C=CC(=C1)OC)B(O)O (2-chloro-4-methoxyphenylboronic acid). Yields the product ClC1=C(C=CC(=C1)OC)C=1N=C(C(=NC1CC)NC1CCCC2=CC=C(C=C12)OC)CC (5-(2-chloro-4-methoxyphenyl)-3,6-diethyl-N-(7-methoxy-1,2,3,4-tetrahydronaphthalen-1-yl)pyrazin-2-amine). As a reaction SMILES: ClC1C=C(Cl)C=CC=1C1N=C(CC)C(N[C@@H]2C3C(=CC=CC=3)C[C@@H]2O)=NC=1CC.Br[C:31]1[N:32]=[C:33]([CH2:52][CH3:53])[C:34]([NH:39][CH:40]2[C:49]3[C:44](=[CH:45][CH:46]=[C:47]([O:50][CH3:51])[CH:48]=3)[CH2:43][CH2:42][CH2:41]2)=[N:35][C:36]=1[CH2:37][CH3:38].[Cl:54][C:55]1[CH:60]=[C:59]([O:61][CH3:62])[CH:58]=[CH:57][C:56]=1B(O)O>>[Cl:54][C:55]1[CH:60]=[C:59]([O:61][CH3:62])[CH:58]=[CH:57][C:56]=1[C:31]1[N:32]=[C:33]([CH2:52][CH3:53])[C:34]([NH:39][CH:40]2[C:49]3[C:44](=[CH:45][CH:46]=[C:47]([O:50][CH3:51])[CH:48]=3)[CH2:43][CH2:42][CH2:41]2)=[N:35][C:36]=1[CH2:37][CH3:38]. Procedure: Following the procedure for the preparation of (1R,2S)-1-{[5-(2,4-dichlorophenyl)-3,6-diethylpyrazin-2-yl]amino}-2,3-dihydro-1H-inden-2-ol but substituting 5-bromo-3,6-diethyl-N-(7-methoxy-1,2,3,4-tetrahydronaphthalen-1-yl)pyrazin-2-amine and 2-chloro-4-methoxyphenylboronic acid, and making non-critical variations provided the title compound as a oil: 1H NMR (400 MHz, CDCl3) δ 7.29, 7.11, 7.04, 6.99, 6.91, 6.84, 5.47, 4.64, 3.86, 3.78, 2.83, 2.68, 2.55, 2.15, 1.91, 1.74, 1.27, 1.21; 13C NMR (100... The reactants are C(C)(=O)N1N=C2C3=C(CC[C@@H]2[C@@H]1C1=CC=C(C=C1)OC)C=CC(=C3)OC ((3R,3aR)-rel-2-acetyl-3,3a,4,5-tetrahydro-3-(4-methoxyphenyl)-8-methoxy-2H-benz[g]indazole), [H-].[H-].[H-].[H-].[Li+].[Al+3] (LiAlH4). Solvent: C1CCOC1 (THF). Reaction conditions: time 1 hour. The product is C(C)N1N=C2C3=C(CC[C@@H]2[C@@H]1C1=CC=C(C=C1)OC)C=CC(=C3)OC ((3R,3aR)-rel-2-ethyl-3,3a,4,5-tetrahydro-3-(4-methoxyphenyl)-8-methoxy-2H-benz[g]indazole). Yield: 17.5%. RXN SMILES: [C:1]([N:4]1[C@@H:12]([C:13]2[CH:18]=[CH:17][C:16]([O:19][CH3:20])=[CH:15][CH:14]=2)[C@@H:11]2[C:6]([C:7]3[CH:24]=[C:23]([O:25][CH3:26])[CH:22]=[CH:21][C:8]=3[CH2:9][CH2:10]2)=[N:5]1)(=O)[CH3:2].[H-].[H-].[H-].[H-].[Li+].[Al+3]>C1COCC1>[CH2:1]([N:4]1[C@@H:12]([C:13]2[CH:14]=[CH:15][C:16]([O:19][CH3:20])=[CH:17][CH:18]=2)[C@@H:11]2[C:6]([C:7]3[CH:24]=[C:23]([O:25][CH3:26])[CH:22]=[CH:21][C:8]=3[CH2:9][CH2:10]2)=[N:5]1)[CH3:2] |f:1.2.3.4.5.6|. Procedure: To the solution of (141) (180 mg, 0.51 mmol) in THF (5 mL) was added LiAlH4 (2.056 mL, 2.056 mmol; 1M in THF) at room temperature. The reaction mixture was stirred at room temperature for 1 h and then quenched with methanol followed by ice. The reaction mixture was extracted with ethyl acetate. Organic layer was washed with water, dried over anhydrous sodium sulfate and concentrated. The residue was purified by column chromatography on silica gel using 25% ethyl acetate-hexane as eluent to give ...